From a dataset of the Open Reaction Database (ORD), a public repository of structured organic reaction records. describe an organic reaction: reactants, conditions, products, and yield The reactants are OCCCBr, O=C([O-])[O-], N#Cc1ccc(O)c(F)c1, CC(C)=O, [K+], [K+]. Product: N#Cc1ccc(OCCCO)c(F)c1. As a reaction SMILES: [Br:11][CH2:12][CH2:13][CH2:14][OH:15].[C:16](=[O:17])([O-:18])[O-:19].[C:1](#[N:2])[c:3]1[cH:4][c:5]([F:10])[c:6]([OH:9])[cH:7][cH:8]1.[CH3:22][C:23](=[O:24])[CH3:25].[K+:20].[K+:21]>>[C:1](#[N:2])[c:3]1[cH:4][c:5]([F:10])[c:6]([O:9][CH2:12][CH2:13][CH2:14][OH:15])[cH:7][cH:8]1. The reactants are OC1=CC(=CC=2C(C3=CC=CC(=C3C(C12)=O)O)=O)C(=O)O (4,5-Dihydroxy-9,10-dioxoanthracene-2-carboxylic acid), ClCCl (dichloromethane), O (water), C(C1=CC=CC=C1)OCC(=O)Cl (Benzyloxyacetyl chloride), C(C)(=O)OCC (ethyl acetate). Solvent: N1=CC=CC=C1 (pyridine). Reaction conditions: time 30 minute. Yields the product C(C1=CC=CC=C1)OCC(=O)OC1=CC(=CC=2C(C3=CC=CC(=C3C(C12)=O)OC(COCC1=CC=CC=C1)=O)=O)C(=O)O (4,5-Bis(2-benzyloxyacetyloxy)-9,10-dioxo-9,10-dihydroanthracene-2-carboxylic acid). Reaction SMILES: [OH:1][C:2]1[C:15]2[C:14](=[O:16])[C:13]3[C:8](=[CH:9][CH:10]=[CH:11][C:12]=3[OH:17])[C:7](=[O:18])[C:6]=2[CH:5]=[C:4]([C:19]([OH:21])=[O:20])[CH:3]=1.[CH2:22]([O:29][CH2:30][C:31](Cl)=[O:32])[C:23]1[CH:28]=[CH:27][CH:26]=[CH:25][CH:24]=1.[C:34]([O:37][CH2:38][CH3:39])(=O)[CH3:35].ClCCl.[OH2:43]>N1C=CC=CC=1>[CH2:22]([O:29][CH2:30][C:31]([O:1][C:2]1[C:15]2[C:14](=[O:16])[C:13]3[C:8](=[CH:9][CH:10]=[CH:11][C:12]=3[O:17][C:35](=[O:43])[CH2:34][O:37][CH2:38][C:39]3[CH:6]=[CH:15][CH:2]=[CH:3][CH:4]=3)[C:7](=[O:18])[C:6]=2[CH:5]=[C:4]([C:19]([OH:21])=[O:20])[CH:3]=1)=[O:32])[C:23]1[CH:28]=[CH:27][CH:26]=[CH:25][CH:24]=1. Reported procedure: 4,5-Dihydroxy-9,10-dioxoanthracene-2-carboxylic acid (3.0 g) was suspended in pyridine (100 ml) and stirred at RT for 30 mins. Benzyloxyacetyl chloride (3.6 g, 5 equiv.) was added, to give a clear reaction mixture which was stirred at RT over the weekend. The reaction mixture was reduced to a smaller volume and quenched with 2M HCl (200 ml), adjusting the pH to pH 2. An orange solid was isolated by filtration. This crude solid was slurried in water (30 ml), followed by ethyl acetate (30 ml) and ...